Dataset: the Open Reaction Database (ORD), a public repository of structured organic reaction records. Task: describe an organic reaction: reactants, conditions, products, and yield The reactants are FC=1C(=NC=2NC(CCC2C1)=O)OCCCC=O (4-(3-fluoro-7-oxo-5,6,7,8-tetrahydro-[1,8]naphthyridin-2-yloxy)-butyraldehyde), C1CCC2=C(C=CC=C12)N1CCNCC1 (1-indan-4-yl-piperazine). Yields the product FC=1C=C2CCC(NC2=NC1OCCCCN1CCN(CC1)C1=C2CCCC2=CC=C1)=O (6-Fluoro-7-[4-(4-indan-4-yl-piperazin-1-yl)-butoxy]-3,4-dihydro-1H-[1,8]naphthyridin-2-one). As a reaction SMILES: [F:1][C:2]1[C:3]([O:13][CH2:14][CH2:15][CH2:16][CH:17]=O)=[N:4][C:5]2[NH:6][C:7](=[O:12])[CH2:8][CH2:9][C:10]=2[CH:11]=1.[CH2:19]1[C:27]2[C:22](=[C:23]([N:28]3[CH2:33][CH2:32][NH:31][CH2:30][CH2:29]3)[CH:24]=[CH:25][CH:26]=2)[CH2:21][CH2:20]1>>[F:1][C:2]1[CH:11]=[C:10]2[C:5](=[N:4][C:3]=1[O:13][CH2:14][CH2:15][CH2:16][CH2:17][N:31]1[CH2:30][CH2:29][N:28]([C:23]3[CH:24]=[CH:25][CH:26]=[C:27]4[C:22]=3[CH2:21][CH2:20][CH2:19]4)[CH2:33][CH2:32]1)[NH:6][C:7](=[O:12])[CH2:8][CH2:9]2. Reported procedure: The title compound was prepared by reductive amination of 4-(3-fluoro-7-oxo-5,6,7,8-tetrahydro-[1,8]naphthyridin-2-yloxy)-butyraldehyde with 1-indan-4-yl-piperazine according to the above procedure. MS: APCI: M+1: 439.2 (Exact Mass: 438.24). Reactants: Cc1cc(Br)ccc1CO, O=C([O-])[O-], CC(=O)[O-], CC(=O)[O-], CCCO, OB(O)c1ccccc1Cl, [Na+], [Na+], O, [Pd+2], c1ccc(P(c2ccccc2)c2ccccc2)cc1. The product is Cc1cc(-c2ccccc2Cl)ccc1CO. As a reaction SMILES: [Br:1][c:2]1[cH:3][c:4]([CH3:10])[c:5]([CH2:8][OH:9])[cH:6][cH:7]1.[C:21](=[O:22])([O-:23])[O-:24].[C:51]([O-:52])(=[O:53])[CH3:54].[C:56]([O-:57])(=[O:58])[CH3:59].[CH2:27]([OH:28])[CH2:29][CH3:30].[Cl:11][c:12]1[c:13]([B:18]([OH:19])[OH:20])[cH:14][cH:15][cH:16][cH:17]1.[Na+:25].[Na+:26].[OH2:31].[Pd+2:55].[c:32]1([P:33]([c:34]2[cH:35][cH:36][cH:37][cH:38][cH:39]2)[c:40]2[cH:41][cH:42][cH:43][cH:44][cH:45]2)[cH:46][cH:47][cH:48][cH:49][cH:50]1>>[c:2]1(-[c:13]2[c:12]([Cl:11])[cH:17][cH:16][cH:15][cH:14]2)[cH:3][c:4]([CH3:10])[c:5]([CH2:8][OH:9])[cH:6][cH:7]1. Starting materials: O[C@@]1(C[C@H](CCC1)C)CNC(=O)C=1C=2C=CC(=NC2C=CC1Cl)Cl.ClC1=NC=2C=CC(=C(C2C=C1)C(=O)O)Cl (2,6-dichloro-quinoline-5-carboxylic acid 2,6-Dichloro-quinoline-5-carboxylic acid ((1S,3S)-1-hydroxy-3-methyl-cyclohexylmethyl)-amide), CCN(C(C)C)C(C)C (DIPEA), OCC1CNCC1 (3-(1-hydroxy-methyl)-pyrrolidine). Product: O[C@@]1(C[C@H](CCC1)C)CNC(=O)C=1C=2C=CC(=NC2C=CC1Cl)N1CC(CC1)CO (6-Chloro-2-(3-hydroxymethyl-pyrrolidin-1-yl)-quinoline-5-carboxylic acid ((1S,3S)-1-hydroxy-3-methyl cyclo hexylmethyl)-amide). As a reaction SMILES: [OH:1][C@@:2]1([CH2:9][NH:10][C:11]([C:13]2[C:14]3[CH:15]=[CH:16][C:17](Cl)=[N:18][C:19]=3[CH:20]=[CH:21][C:22]=2[Cl:23])=[O:12])[CH2:7][CH2:6][CH2:5][C@H:4]([CH3:8])[CH2:3]1.ClC1C=C[C:33]2[C:32]([C:36]([OH:38])=O)=[C:31](Cl)C=C[C:28]=2[N:27]=1.CCN(C(C)C)C(C)C.OCC1CCNC1>>[OH:1][C@@:2]1([CH2:9][NH:10][C:11]([C:13]2[C:14]3[CH:15]=[CH:16][C:17]([N:27]4[CH2:28][CH2:33][CH:32]([CH2:36][OH:38])[CH2:31]4)=[N:18][C:19]=3[CH:20]=[CH:21][C:22]=2[Cl:23])=[O:12])[CH2:7][CH2:6][CH2:5][C@H:4]([CH3:8])[CH2:3]1 |f:0.1|. Reported procedure: The title compound was synthesized according to the procedure described in example 1 using 2,6-dichloro-quinoline-5-carboxylic acid 2,6-Dichloro-quinoline-5-carboxylic acid ((1S,3S)-1-hydroxy-3-methyl-cyclohexylmethyl)-amide, DIPEA and 3-(1-hydroxy-methyl)-pyrrolidine. 1H NMR (400 MHz, DMSO-d6): δ 8.49 (t, J=6.16 Hz, 1H), 7.80 (d, J=9.28 Hz, 1H), 7.53-7.47 (m, 2H), 6.94 (d, J=9.32 Hz, 1H), 4.73-4.72 (m, 1H), 4.15 (s, 1H), 3.64-3.49 (m, 2H), 3.47-3.41 (m, 3H), 2.42 (s, 1H), 2.05-2.03 (m, 1H), 1.7...